Dataset: the Open Reaction Database (ORD), a public repository of structured organic reaction records. Task: describe an organic reaction: reactants, conditions, products, and yield Reactants: ClC=1C(=CC(=C(C(=O)OC(C)(C)C)C1)F)OCC1(C2CC3CC(CC1C3)C2)C#N (tert-butyl 5-chloro-4-((2-cyanoadamantan-2-yl)methoxy)-2-fluorobenzoate), C1(CC1)B(O)O (cyclopropylboronic acid), P(=O)([O-])([O-])[O-].[K+].[K+].[K+] (potassium phosphate), F[B-](F)(F)F.C1(CCCCC1)P(C1CCCCC1)C1CCCCC1 (tricyclohexylphosphine tetrafluoroborate). The reagents and catalysts are CC(=O)O.CC(=O)O.[Pd] (palladium(II) acetate trimer). Run in C1(=CC=CC=C1)C (toluene), O (water). Product: C(#N)C1(C2CC3CC(CC1C3)C2)COC2=CC(=C(C(=O)OC(C)(C)C)C=C2C2CC2)F (tert-butyl 4-((2-cyanoadamantan-2-yl)methoxy)-5-cyclopropyl-2-fluorobenzoate). Isolated yield 89.2%. As a reaction SMILES: Cl[C:2]1[C:3]([O:16][CH2:17][C:18]2([C:28]#[N:29])[CH:25]3[CH2:26][CH:21]4[CH2:22][CH:23]([CH2:27][CH:19]2[CH2:20]4)[CH2:24]3)=[CH:4][C:5]([F:15])=[C:6]([CH:14]=1)[C:7]([O:9][C:10]([CH3:13])([CH3:12])[CH3:11])=[O:8].[CH:30]1(B(O)O)[CH2:32][CH2:31]1.P([O-])([O-])([O-])=O.[K+].[K+].[K+].F[B-](F)(F)F.C1(P(C2CCCCC2)C2CCCCC2)CCCCC1>C1(C)C=CC=CC=1.CC(O)=O.CC(O)=O.[Pd].O>[C:28]([C:18]1([CH2:17][O:16][C:3]2[C:2]([CH:30]3[CH2:32][CH2:31]3)=[CH:14][C:6]([C:7]([O:9][C:10]([CH3:13])([CH3:12])[CH3:11])=[O:8])=[C:5]([F:15])[CH:4]=2)[CH:25]2[CH2:26][CH:21]3[CH2:22][CH:23]([CH2:27][CH:19]1[CH2:20]3)[CH2:24]2)#[N:29] |f:2.3.4.5,6.7,9.10.11|. Procedure: To a solution of tert-butyl 5-chloro-4-((2-cyanoadamantan-2-yl)methoxy)-2-fluorobenzoate (1.12 g, 2.66 mmol) in toluene (40 mL) was added water (5 mL), cyclopropylboronic acid (1.32 g, 15.40 mmol), tribasic potassium phosphate (1.69 g, 7.94 mmol), tricyclohexylphosphine tetrafluoroborate (0.658 g, 2.13 mmol) and palladium(II) acetate trimer (0.25 g, 1.09 mmol) while degassing with argon. The reaction mixture was heated to reflux under an argon atmosphere for 16 hours, cooled to ambient temperatu... Reactants: BrCCCCN(S(=O)(=O)C)C1=C(C=C2C(=N1)OC(=C2C(=O)NC)C2=CC=C(C=C2)C)C2CC2 (6-(N-(4-bromobutyl)methylsulfonamido)-5-cyclopropyl-N-methyl-2-(p-tolyl)furo[2,3-b]pyridine-3-carboxamide), CS(=O)(=O)CC(=O)OCC (ethyl 2-(methylsulfonyl)acetate), C([O-])([O-])=O.[Cs+].[Cs+] (CESIUM CARBONATE). The solvent is CN(C)C=O (DMF). Run at temperature 120 celsius. The product is C1(CC1)C=1C=C2C(=NC1N(S(=O)(=O)C)CCCCC(C(=O)OCC)S(=O)(=O)C)OC(=C2C(NC)=O)C2=CC=C(C=C2)C (ethyl 6-(N-(5-cyclopropyl-3-(methylcarbamoyl)-2-(p-tolyl)furo[2,3-b]pyridin-6-yl)methylsulfonamido)-2-(methylsulfonyl)hexanoate). Reaction SMILES: Br[CH2:2][CH2:3][CH2:4][CH2:5][N:6]([C:11]1[N:16]=[C:15]2[O:17][C:18]([C:24]3[CH:29]=[CH:28][C:27]([CH3:30])=[CH:26][CH:25]=3)=[C:19]([C:20]([NH:22][CH3:23])=[O:21])[C:14]2=[CH:13][C:12]=1[CH:31]1[CH2:33][CH2:32]1)[S:7]([CH3:10])(=[O:9])=[O:8].[CH3:34][S:35]([CH2:38][C:39]([O:41][CH2:42][CH3:43])=[O:40])(=[O:37])=[O:36].C(=O)([O-])[O-].[Cs+].[Cs+]>CN(C=O)C>[CH:31]1([C:12]2[CH:13]=[C:14]3[C:19]([C:20](=[O:21])[NH:22][CH3:23])=[C:18]([C:24]4[CH:29]=[CH:28][C:27]([CH3:30])=[CH:26][CH:25]=4)[O:17][C:15]3=[N:16][C:11]=2[N:6]([CH2:5][CH2:4][CH2:3][CH2:2][CH:38]([S:35]([CH3:34])(=[O:37])=[O:36])[C:39]([O:41][CH2:42][CH3:43])=[O:40])[S:7]([CH3:10])(=[O:9])=[O:8])[CH2:33][CH2:32]1 |f:2.3.4|. Procedure: To 6-(N-(4-bromobutyl)methylsulfonamido)-5-cyclopropyl-N-methyl-2-(p-tolyl)furo[2,3-b]pyridine-3-carboxamide (4.5 mg, 8.42 μmol) was added ethyl 2-(methylsulfonyl)acetate (1.399 mg, 8.42 μmol) and CESIUM CARBONATE (5.49 mg, 0.017 mmol) and KI (1.398 mg, 8.42 μmol) and DMF Heated at 120° C. 20 min. Added water and extracted with EtOAc. Conc. on vac to oil. Added 3 mL ACN and 1 mL water. Filtered with 0.45μ filter Purified via HPLC C18 40-100% ACN/H2O (0.1% NH4OH) 40 mL/min over 10 min. to give et... Starting materials: C(C)(C)N1CCC(CC1)OC1=CC=2C=C3N(C2C=C1)C[C@H](NC3=O)C ((R)-8-(1-Isopropyl-piperidin-4-yloxy)-3-methyl-3,4-dihydro-2H-pyrazino[1,2-a]indol-1-one), BrCC1CC1 (1-(bromomethyl)cyclopropane), [H-].[Na+] (sodium hydride). Yields the product C1(CC1)CN1C(C=2N(C=3C=CC(=CC3C2)OC2CCN(CC2)C(C)C)C[C@H]1C)=O ((R)-2-Cyclopropylmethyl-8-(1-isopropyl-piperidin-4-yloxy)-3-methyl-3,4-dihydro-2H-pyrazino[1,2-a]indol-1-one), compound. Isolated yield 77.0%. As a reaction SMILES: [CH:1]([N:4]1[CH2:9][CH2:8][CH:7]([O:10][C:11]2[CH:19]=[CH:18][C:17]3[N:16]4[CH2:20][C@@H:21]([CH3:25])[NH:22][C:23](=[O:24])[C:15]4=[CH:14][C:13]=3[CH:12]=2)[CH2:6][CH2:5]1)([CH3:3])[CH3:2].Br[CH2:27][CH:28]1[CH2:30][CH2:29]1.[H-].[Na+]>>[CH:28]1([CH2:27][N:22]2[C@H:21]([CH3:25])[CH2:20][N:16]3[C:17]4[CH:18]=[CH:19][C:11]([O:10][CH:7]5[CH2:8][CH2:9][N:4]([CH:1]([CH3:3])[CH3:2])[CH2:5][CH2:6]5)=[CH:12][C:13]=4[CH:14]=[C:15]3[C:23]2=[O:24])[CH2:30][CH2:29]1 |f:2.3|. Procedure: The title compound was synthesized in analogy to example 17, from (R)-8-(1-isopropyl-piperidin-4-yloxy)-3-methyl-3,4-dihydro-2H-pyrazino[1,2-a]indol-1-one (example 14), 1-(bromomethyl)cyclopropane and sodium hydride, to give the compound as a colorless oil (77%). The reactants are CCOC(C)=O, COc1nc(Cl)nc(Nc2ccc(-n3cnc(C)c3)c(OC)c2)n1, Oc1cc(F)c(F)c(F)c1. Product: COc1nc(Nc2ccc(-n3cnc(C)c3)c(OC)c2)nc(Oc2cc(F)c(F)c(F)c2)n1. RXN SMILES: [CH3:35][CH2:36][O:37][C:38](=[O:39])[CH3:40].[Cl:1][c:2]1[n:3][c:4]([NH:10][c:11]2[cH:12][c:13]([O:23][CH3:24])[c:14](-[n:17]3[cH:18][n:19][c:20]([CH3:22])[cH:21]3)[cH:15][cH:16]2)[n:5][c:6]([O:8][CH3:9])[n:7]1.[F:25][c:26]1[cH:27][c:28]([OH:34])[cH:29][c:30]([F:33])[c:31]1[F:32]>>[c:2]1([O:34][c:28]2[cH:27][c:26]([F:25])[c:31]([F:32])[c:30]([F:33])[cH:29]2)[n:3][c:4]([NH:10][c:11]2[cH:12][c:13]([O:23][CH3:24])[c:14](-[n:17]3[cH:18][n:19][c:20]([CH3:22])[cH:21]3)[cH:15][cH:16]2)[n:5][c:6]([O:8][CH3:9])[n:7]1. Starting materials: CS(=O)(=O)N (Methanesulfonamide), C1CCC2=NCCCN2CC1 (2,3,4,6,7,8,9,10-Octahydropyrimidol[1,2-a]azepine), ClC=1C=C(C=NC1F)OC1=CC(=C(C(=O)OC2=CC=C(C=C2)C)C=C1F)F (4-methylphenyl 4-[(5-chloro-6-fluoropyridin-3-yl)oxy]-2,5-difluorobenzoate). Solvent: CC#N (MeCN), CCOC(=O)C (EtOAc). Run at temperature 45 celsius. Yields the product ClC=1C=C(C=NC1F)OC1=CC(=C(C(=O)NS(=O)(=O)C)C=C1F)F (4-[(5-Chloro-6-fluoropyridin-3-yl)oxy]-2,5-difluoro-N-(methylsulfonyl)benzamide). Yield: 36.1%. Reaction SMILES: [CH3:1][S:2]([NH2:5])(=[O:4])=[O:3].C1CCN2C(=NCCC2)CC1.[Cl:17][C:18]1[CH:19]=[C:20]([O:25][C:26]2[C:41]([F:42])=[CH:40][C:29]([C:30](OC3C=CC(C)=CC=3)=[O:31])=[C:28]([F:43])[CH:27]=2)[CH:21]=[N:22][C:23]=1[F:24]>CC#N.CCOC(C)=O>[Cl:17][C:18]1[CH:19]=[C:20]([O:25][C:26]2[C:41]([F:42])=[CH:40][C:29]([C:30]([NH:5][S:2]([CH3:1])(=[O:4])=[O:3])=[O:31])=[C:28]([F:43])[CH:27]=2)[CH:21]=[N:22][C:23]=1[F:24]. Reported procedure: Methanesulfonamide (52.0 mg, 0.547 mmol) was suspended in MeCN (3 mL) in a sealed vial. 2,3,4,6,7,8,9,10-Octahydropyrimidol[1,2-a]azepine (0.085 mL, 0.57 mmol) was added followed by 4-methylphenyl 4-[(5-chloro-6-fluoropyridin-3-yl)oxy]-2,5-difluorobenzoate (Preparation 67, 215.0 mg, 0.546 mmol). The mixture was heated at 45° C. for 2 hours. The reaction mixture was diluted in EtOAc (15 mL), then washed with 10% aqueous citric acid solution (2×15 mL). The organic layer was dried over sodium sulfa... Starting materials: CC(C)([O-])C.[K+] (potassium tert-butoxide), [Cl-].[NH4+] (ammonium chloride), ClC1=CC=C(C=C1)[N+](=O)[O-] (4-chloronitrobenzene), ClCC1=NC=CC=C1 (2-chloromethylpyridine). The solvent is CS(=O)C (dimethyl sulfoxide), CS(=O)C (dimethyl sulfoxide). Conditions: time 18 hour. Yields the product ClC=1C=CC(=C(CC2=NC=CC=C2)C1)[N+](=O)[O-] (2-(5-chloro-2-nitrobenzyl)pyridine). The yield is 78.2%. RXN SMILES: CC(C)([O-])C.[K+].[Cl:7][C:8]1[CH:13]=[CH:12][C:11]([N+:14]([O-:16])=[O:15])=[CH:10][CH:9]=1.Cl[CH2:18][C:19]1[CH:24]=[CH:23][CH:22]=[CH:21][N:20]=1.[Cl-].[NH4+]>CS(C)=O>[Cl:7][C:8]1[CH:13]=[CH:12][C:11]([N+:14]([O-:16])=[O:15])=[C:10]([CH:9]=1)[CH2:18][C:19]1[CH:24]=[CH:23][CH:22]=[CH:21][N:20]=1 |f:0.1,4.5|. Procedure: To 22.44 g of potassium tert-butoxide in 500 ml of dimethyl sulfoxide are slowly added 8.66 g of 4-chloronitrobenzene and 8.2 g of 2-chloromethylpyridine dissolved in 100 ml of dimethyl sulfoxide. After 18 hours at room temperature, the mixture is hydrolysed with saturated ammonium chloride solution and extracted three times with dichloromethane. The organic phase is dried over anhydrous sodium sulfate and concentrated. The residue is filtered through silica H, eluting with dichloromethane, to g... Starting materials: ClCCl, COC(=O)C1CC(C(=O)OC(C)(C)C)N(C(=O)C(Cc2ccccc2)NC(=S)Nc2ccccc2)C1c1ccccc1F, [Na+], O=C([O-])O, O=C(O)C(F)(F)F. Yields the product COC(=O)C1CC(C(=O)OC(C)(C)C)NC1c1ccccc1F. Reaction SMILES: [Cl:49][CH2:50][Cl:51].[F:1][c:2]1[c:3]([CH:8]2[CH:9]([C:40](=[O:41])[O:42][CH3:43])[CH2:10][CH:11]([C:33](=[O:34])[O:35][C:36]([CH3:37])([CH3:38])[CH3:39])[N:12]2[C:13](=[O:14])[CH:15]([NH:16][C:17]([NH:18][c:19]2[cH:20][cH:21][cH:22][cH:23][cH:24]2)=[S:25])[CH2:26][c:27]2[cH:28][cH:29][cH:30][cH:31][cH:32]2)[cH:4][cH:5][cH:6][cH:7]1.[Na+:44].[OH:45][C:46](=[O:47])[O-:48].[OH:52][C:53]([C:54]([F:55])([F:56])[F:57])=[O:58]>>[F:1][c:2]1[c:3]([CH:8]2[CH:9]([C:40](=[O:41])[O:42][CH3:43])[CH2:10][CH:11]([C:33](=[O:34])[O:35][C:36]([CH3:37])([CH3:38])[CH3:39])[NH:12]2)[cH:4][cH:5][cH:6][cH:7]1. The reactants are ClC1=CC=C(S1)C(=O)O (5-chlorothiophene-2-carboxylic acid), C(C(=O)Cl)(=O)Cl (oxalyl chloride). The reagents and catalysts are CN(C)C=O (DMF). Solvent: CCOC(=O)C (EtOAc). Reaction conditions: time 2 hour. The product is ClC1=CC=C(S1)C(=O)Cl (5-chlorothiophene-2-carbonyl chloride). Reaction SMILES: [Cl:1][C:2]1[S:6][C:5]([C:7]([OH:9])=O)=[CH:4][CH:3]=1.C(Cl)(=O)C([Cl:13])=O>CCOC(C)=O.CN(C=O)C>[Cl:1][C:2]1[S:6][C:5]([C:7]([Cl:13])=[O:9])=[CH:4][CH:3]=1. Procedure details: To a chilled solution of 5-chlorothiophene-2-carboxylic acid (0.16 g, 1.0 mmol) in EtOAc (3 mL) and DMF (1 drop) was added neat oxalyl chloride (92 μL, 1.05 mmol). The reaction mixture was stirred cold for 2 hr and concentrated in vacuo to give crude 5-chlorothiophene-2-carbonyl chloride.